From a dataset of the Open Reaction Database (ORD), a public repository of structured organic reaction records. describe an organic reaction: reactants, conditions, products, and yield Reactants: C12(CC3CC(CC(C1)C3)C2)C=2C(=CC(=C(C=O)C2)O)O (5-(1-adamantyl)-2,4-dihydroxybenzaldehyde), COCCOCCl (2-methoxyethoxymethyl chloride). Procedure: In a manner analogous to that of Example 17(a), 25 g (91.9 mmol) of 5-(1-adamantyl)-2,4-dihydroxybenzaldehyde were reacted with 26.2 ml (0.23 mol) of 2-methoxyethoxymethyl chloride and 31 g (75%) of the expected compound were recovered in the form of a yellow oil. The product is C12(CC3CC(CC(C1)C3)C2)C=2C(=CC(=C(C=O)C2)OCOCCOC)OCOCCOC (5-(1-adamantyl)-2,4-di(methoxyethoxymethoxy)benzaldehyde). RXN SMILES: [C:1]12([C:11]3[C:12]([OH:20])=[CH:13][C:14]([OH:19])=[C:15]([CH:18]=3)[CH:16]=[O:17])[CH2:10][CH:5]3[CH2:6][CH:7]([CH2:9][CH:3]([CH2:4]3)[CH2:2]1)[CH2:8]2.[CH3:21][O:22][CH2:23][CH2:24][O:25][CH2:26]Cl>>[C:1]12([C:11]3[C:12]([O:20][CH2:21][O:22][CH2:23][CH2:24][O:25][CH3:26])=[CH:13][C:14]([O:19][CH2:21][O:22][CH2:23][CH2:24][O:25][CH3:26])=[C:15]([CH:18]=3)[CH:16]=[O:17])[CH2:2][CH:3]3[CH2:9][CH:7]([CH2:6][CH:5]([CH2:4]3)[CH2:10]1)[CH2:8]2. Isolated yield 75.2%. The reactants are CC1=NC2=CC=CC=C2C(=C1)COC1=CC=C(C=C1)S(=O)(=O)N[C@@H]1[C@@H](CCCC1)C(=O)O (cis-2-[({4-[(2-methylquinolin-4-yl)methoxy]phenyl}sulfonyl)amino]cyclohexanecarboxylic acid), NO (hydroxylamine). Yields the product ONC(=O)[C@H]1[C@H](CCCC1)NS(=O)(=O)C1=CC=C(C=C1)OCC1=CC(=NC2=CC=CC=C12)C (cis-N-hydroxy-2-[({4-[(2-methylquinolin-4-yl)methoxy]phenyl}sulfonyl)amino]cyclohexanecarboxamide). Isolated yield 46.0%. RXN SMILES: [CH3:1][C:2]1[CH:11]=[C:10]([CH2:12][O:13][C:14]2[CH:19]=[CH:18][C:17]([S:20]([NH:23][C@H:24]3[CH2:29][CH2:28][CH2:27][CH2:26][C@H:25]3[C:30](O)=[O:31])(=[O:22])=[O:21])=[CH:16][CH:15]=2)[C:9]2[C:4](=[CH:5][CH:6]=[CH:7][CH:8]=2)[N:3]=1.[NH2:33][OH:34]>>[OH:34][NH:33][C:30]([C@@H:25]1[CH2:26][CH2:27][CH2:28][CH2:29][C@@H:24]1[NH:23][S:20]([C:17]1[CH:16]=[CH:15][C:14]([O:13][CH2:12][C:10]2[C:9]3[C:4](=[CH:5][CH:6]=[CH:7][CH:8]=3)[N:3]=[C:2]([CH3:1])[CH:11]=2)=[CH:19][CH:18]=1)(=[O:22])=[O:21])=[O:31]. Reported procedure: According to the procedure of Example 10, Step 2, the reaction of 113.6 mg (0.5 mmol) of cis-2-[({4-[(2-methylquinolin-4-yl)methoxy]phenyl}sulfonyl)amino]cyclohexanecarboxylic acid with hydroxylamine provided 53.7 mg of the title compound in 46% yield. MS: 470.1 (M+H)+ Reactants: BrC=1C2=CC=CC=C2C(=C2C=CC=CC12)C1=CC2=CC=CC=C2C=C1 (9-bromo-10-(2-naphthyl)anthracene), C1=CC=CC2=C1C1=CC3=CC=CC=C3C=C1C=C2B(O)O (benz[a]anthracene-5-boronic acid), BrC1=C2C(=C3C=C4C=CC=CC4=CC3=C1)C=CC=C2 (5-bromobenz[a]anthracene), C1=CC=C(C=2C1=C1C=C3C=CC=CC3=CC1=CC2)B(O)O (benz[a]anthracene-4-boronic acid). Yields the product C1=CC=CC=2C1=C1C=C3C=CC=CC3=CC1=CC2C2=C1C(=C3C=C4C=CC=CC4=CC3=C2)C=CC=C1 (5-(benz[a]anthracen-5-yl)benz[a]anthracene). RXN SMILES: BrC1C2C(C(C3C=CC4C(=CC=CC=4)C=3)=C3C=1C=CC=C3)=CC=CC=2.Br[C:27]1[CH:40]=[C:39]2[C:30]([CH:31]=[C:32]3[C:37](=[CH:38]2)[CH:36]=[CH:35][CH:34]=[CH:33]3)=[C:29]2[CH:41]=[CH:42][CH:43]=[CH:44][C:28]=12.[CH:45]1[C:50]2=[C:51]3[C:60](=[CH:61][CH:62]=[C:49]2[C:48](B(O)O)=[CH:47][CH:46]=1)[CH:59]=[C:58]1[C:53]([CH:54]=[CH:55][CH:56]=[CH:57]1)=[CH:52]3.C1C2C3C(C=C(B(O)O)C=2C=CC=1)=CC1C(=CC=CC=1)C=3>>[CH:45]1[C:50]2=[C:51]3[C:60](=[CH:61][C:62]([C:41]4[CH:29]=[C:30]5[C:39]([CH:38]=[C:37]6[C:32](=[CH:31]5)[CH:33]=[CH:34][CH:35]=[CH:36]6)=[C:40]5[CH:27]=[CH:28][CH:44]=[CH:43][C:42]=45)=[C:49]2[CH:48]=[CH:47][CH:46]=1)[CH:59]=[C:58]1[C:53]([CH:54]=[CH:55][CH:56]=[CH:57]1)=[CH:52]3. Procedure details: Preparation analogous to Example 7. The 19.2 g (50 mmol) of 9-bromo-10-(2-naphthyl)anthracene are replaced by 15.4 g (50 mmol) of 5-bromobenz[a]anthracene, and the benz[a]anthracene-4-boronic acid is replaced by benz[a]anthracene-5-boronic acid. Recrystallisation four times from o-dichlorobenzene (about 15 ml/g); sublimation (p=5×10−5 mbar, T=320° C.). Yield: 15.0 g (33 mmol), 66.0%, purity 99.9% (HPLC), Tg=141.2° C. Reactants: Cl (HCl), solution, [Li+].[OH-] (LiOH), IC=1C=C(COC(CCC2=CC(=C(C(=C2)I)OCC2=CC(=CC=C2)I)I)=O)C=CC1 (3-(3,5-diiodo-4-(3-iodobenzyloxy)phenyl)propionic acid 3-iodobenzyl ester), CO (Methanol). The solvent is C1CCOC1 (THF). Reaction conditions: time 14 hour. The product is IC=1C=C(C=C(C1OCC1=CC(=CC=C1)I)I)CCC(=O)O (3-(3,5-Diiodo-4-(3-Iodobenzyloxy)phenyl)propionic Acid). The yield is 94.6%. As a reaction SMILES: [Li+].[OH-].IC1C=C(C=CC=1)C[O:8][C:9](=[O:29])[CH2:10][CH2:11][C:12]1[CH:17]=[C:16]([I:18])[C:15]([O:19][CH2:20][C:21]2[CH:26]=[CH:25][CH:24]=[C:23]([I:27])[CH:22]=2)=[C:14]([I:28])[CH:13]=1.Cl.CO>C1COCC1>[I:18][C:16]1[CH:17]=[C:12]([CH2:11][CH2:10][C:9]([OH:29])=[O:8])[CH:13]=[C:14]([I:28])[C:15]=1[O:19][CH2:20][C:21]1[CH:26]=[CH:25][CH:24]=[C:23]([I:27])[CH:22]=1 |f:0.1|. Procedure: A 1.2 M solution of LiOH (275 μL, 0.33 mmol) was added to a solution of 3-(3,5-diiodo-4-(3-iodobenzyloxy)phenyl)propionic acid 3-iodobenzyl ester (Example 3)(213 mg, 0.25 mmol) in 2 mL THF. The biphasic solution was stirred for 14 hours, then 6 mL 0.5 M HCl was added and an oil formed. Methanol (0.5 mL) was added and the oil formed a solid, which was removed by filtration, yielding the title compound as an off-white powder (150 mg, 95%); 1H NMR (DMSO) δ 12.15 (s, 1H), 7.96 (s, 1H), 7.76-7.75 (m,...